This data is from the Open Reaction Database (ORD), a public repository of structured organic reaction records. The task is: describe an organic reaction: reactants, conditions, products, and yield Starting materials: CCO, O=Cc1ccncc1, NC1CCN(Cc2ccccc2)CC1. Product: C(=NC1CCN(Cc2ccccc2)CC1)c1ccncc1. RXN SMILES: [CH3:23][CH2:24][OH:25].[CH:15](=[O:16])[c:17]1[cH:18][cH:19][n:20][cH:21][cH:22]1.[NH2:1][CH:2]1[CH2:3][CH2:4][N:5]([CH2:8][c:9]2[cH:10][cH:11][cH:12][cH:13][cH:14]2)[CH2:6][CH2:7]1>>[N:1]([CH:2]1[CH2:3][CH2:4][N:5]([CH2:8][c:9]2[cH:10][cH:11][cH:12][cH:13][cH:14]2)[CH2:6][CH2:7]1)=[CH:15][c:17]1[cH:18][cH:19][n:20][cH:21][cH:22]1. The reactants are BrC=1C=C2C=CC(=NC2=CC1)NCC1=C(C=CC=C1)OC ((6-bromo-quinolin-2-yl)-(2-methoxy-benzyl)-amine), NC1=NC=CC=N1 (2-amino-pyrimidine), tert.-butyl-XPhos, [Na] (sodium), CCSC(=O)N(CC(C)C)CC(C)C (butylate). The reagents and catalysts are C=1C=CC(=CC1)/C=C/C(=O)/C=C/C2=CC=CC=C2.C=1C=CC(=CC1)/C=C/C(=O)/C=C/C2=CC=CC=C2.C=1C=CC(=CC1)/C=C/C(=O)/C=C/C2=CC=CC=C2.[Pd].[Pd] (Pd2 dba3). The solvent is O1CCOCC1 (dioxane), O (water). Product: COC1=C(CNC2=NC3=CC=C(C=C3C=C2)NC2=NC=CC=N2)C=CC=C1 (N2-(2-Methoxy-benzyl)-N6-pyrimidin-2-yl-quinoline-2,6-diamine). Isolated yield 36.4%. As a reaction SMILES: Br[C:2]1[CH:3]=[C:4]2[C:9](=[CH:10][CH:11]=1)[N:8]=[C:7]([NH:12][CH2:13][C:14]1[CH:19]=[CH:18][CH:17]=[CH:16][C:15]=1[O:20][CH3:21])[CH:6]=[CH:5]2.[NH2:22][C:23]1[N:28]=[CH:27][CH:26]=[CH:25][N:24]=1.[Na].CCSC(N(CC(C)C)CC(C)C)=O>C1C=CC(/C=C/C(/C=C/C2C=CC=CC=2)=O)=CC=1.C1C=CC(/C=C/C(/C=C/C2C=CC=CC=2)=O)=CC=1.C1C=CC(/C=C/C(/C=C/C2C=CC=CC=2)=O)=CC=1.[Pd].[Pd].O.O1CCOCC1>[CH3:21][O:20][C:15]1[CH:16]=[CH:17][CH:18]=[CH:19][C:14]=1[CH2:13][NH:12][C:7]1[CH:6]=[CH:5][C:4]2[C:9](=[CH:10][CH:11]=[C:2]([NH:22][C:23]3[N:28]=[CH:27][CH:26]=[CH:25][N:24]=3)[CH:3]=2)[N:8]=1 |f:4.5.6.7.8,^1:28|. Procedure details: A mixture of (6-bromo-quinolin-2-yl)-(2-methoxy-benzyl)-amine (see example 2, step A) (171.6 mg, 0.5 mmol), commercially available 2-amino-pyrimidine (95.1 mg, 1.0 mmol), tert.-butyl-XPhos (34 mg, 0.08 mmol), Pd2 dba3 (18.3 mg, 0.02 mmol), sodium tet.-butylate (52.9 mg, 0.55 mmol) and dioxane (3 ml) was heated in a sealed tube at 100° C. for 17 h. The reaction mixture was poured into water (20 ml) and extracted with ethyl acetate (2×40 ml). The combined organic layers were washed with brine (20 ... Starting materials: C(C1=CC=CC=C1)OC(NC1=C(C=C(C=C1)C1=CCC(CC1)O[Si](C)(C)C(C)(C)C)F)=O ({4-[4-(tert-Butyl-dimethyl-silanyloxy)-cyclohex-1-enyl]-2-fluoro-phenyl}-carbamic acid benzyl ester), C(Cl)Cl (DCM). The solvent is CO (MeOH). Reaction conditions: time 4 hour. Product: C(C)(C)(C)[Si](OC1CCC(CC1)C1=CC(=C(C=C1)N)F)(C)C (4-[4-(tert-Butyl-dimethyl-silanyloxy)-cyclohexyl]-2-fluoro-phenylamine). The yield is 110.9%. As a reaction SMILES: C(OC(=O)[NH:10][C:11]1[CH:16]=[CH:15][C:14]([C:17]2[CH2:22][CH2:21][CH:20]([O:23][Si:24]([C:27]([CH3:30])([CH3:29])[CH3:28])([CH3:26])[CH3:25])[CH2:19][CH:18]=2)=[CH:13][C:12]=1[F:31])C1C=CC=CC=1.C(Cl)Cl>CO>[C:27]([Si:24]([CH3:26])([CH3:25])[O:23][CH:20]1[CH2:21][CH2:22][CH:17]([C:14]2[CH:15]=[CH:16][C:11]([NH2:10])=[C:12]([F:31])[CH:13]=2)[CH2:18][CH2:19]1)([CH3:30])([CH3:29])[CH3:28]. Procedure details: {4-[4-(tert-Butyl-dimethyl-silanyloxy)-cyclohex-1-enyl]-2-fluoro-phenyl}-carbamic acid benzyl ester (1.08 g, 2.37 mmol) was dissolved in MeOH (120 mL) and DCM (5 mL) to form a clear solution. The flask was flushed with nitrogen and Pd—C (10%) (108 mg) was added. The solution was stirred under hydrogen atmosphere at rt for 4 h. TLC (30% and 50% EtOAc in Heptane) indicated that the reaction was complete. The solution was filtered through a Celite pad, rinsed with MeOH. The filtrate was concentrate... Starting materials: O (Water), C[Si](N[Si](C)(C)C)(C)C.[K] (Potassium hexamethyldisilazane), COC1=C(C=C(C(=O)C2=CNC3=CC=CC=C3C2=O)C=C1)C (3-(4-Methoxy-3-methyl-benzoyl)-1H-quinolin-4-one), BrCC1=CC=CC(=N1)NC(C(F)(F)F)=O (N-(6-Bromomethyl-pyridin-2-yl)-2,2,2-trifluoro-acetamide). Run in C(C)(=O)OCC (ethyl acetate), O1CCCC1 (tetrahydrofuran). Conditions: time 20 minute. Yields the product FC(C(=O)NC1=NC(=CC=C1)CN1C=C(C(C2=CC=CC=C12)=O)C(C1=CC(=C(C=C1)OC)C)=O)(F)F (2,2,2-Trifluoro-N-{6-[3-(4-methoxy-3-methyl-benzoyl)-4-oxo-4H-quinolin-1-ylmethyl]-pyridin-2-yl}-acetamide). Isolated yield 173.9%. As a reaction SMILES: C[Si](C)(C)N[Si](C)(C)C.[K].[CH3:11][O:12][C:13]1[CH:31]=[CH:30][C:16]([C:17]([C:19]2[C:28](=[O:29])[C:27]3[C:22](=[CH:23][CH:24]=[CH:25][CH:26]=3)[NH:21][CH:20]=2)=[O:18])=[CH:15][C:14]=1[CH3:32].Br[CH2:34][C:35]1[N:40]=[C:39]([NH:41][C:42](=[O:47])[C:43]([F:46])([F:45])[F:44])[CH:38]=[CH:37][CH:36]=1.O>O1CCCC1.C(OCC)(=O)C>[F:46][C:43]([F:44])([F:45])[C:42]([NH:41][C:39]1[CH:38]=[CH:37][CH:36]=[C:35]([CH2:34][N:21]2[C:22]3[C:27](=[CH:26][CH:25]=[CH:24][CH:23]=3)[C:28](=[O:29])[C:19]([C:17](=[O:18])[C:16]3[CH:30]=[CH:31][C:13]([O:12][CH3:11])=[C:14]([CH3:32])[CH:15]=3)=[CH:20]2)[N:40]=1)=[O:47] |f:0.1,^1:9|. Reported procedure: Potassium hexamethyldisilazane (2.44 mL, 1.22 mmol, 0.5 M in THF) was added to a solution of 3-(4-Methoxy-3-methyl-benzoyl)-1H-quinolin-4-one (0.30 g, 1.02) in 10 mL of tetrahydrofuran. After the reaction was stirred at rt for 20 minutes, N-(6-Bromomethyl-pyridin-2-yl)-2,2,2-trifluoro-acetamide (0.35 g, 0.246 mmol) was added and stirred overnight at room temperature. Water and ethyl acetate were added and the two phases were separated. The aqueous phase was extracted with ethyl acetate (3×20 mL)... Reactants: CCN1CCNCC1, CCSC1=NC(=O)C(=Cc2ccc3c(cnn3Cc3ccc(Cl)cc3C(F)(F)F)c2)S1. Yields the product CCN1CCN(C2=NC(=O)C(=Cc3ccc4c(cnn4Cc4ccc(Cl)cc4C(F)(F)F)c3)S2)CC1. Reaction SMILES: [CH2:32]([CH3:33])[N:34]1[CH2:35][CH2:36][NH:37][CH2:38][CH2:39]1.[Cl:1][c:2]1[cH:3][c:4]([C:28]([F:29])([F:30])[F:31])[c:5]([CH2:6][n:7]2[n:8][cH:9][c:10]3[cH:11][c:12]([CH:16]=[C:17]4[C:18](=[O:25])[N:19]=[C:20]([S:22][CH2:23][CH3:24])[S:21]4)[cH:13][cH:14][c:15]23)[cH:26][cH:27]1>>[Cl:1][c:2]1[cH:3][c:4]([C:28]([F:29])([F:30])[F:31])[c:5]([CH2:6][n:7]2[n:8][cH:9][c:10]3[cH:11][c:12]([CH:16]=[C:17]4[C:18](=[O:25])[N:19]=[C:20]([N:37]5[CH2:36][CH2:35][N:34]([CH2:32][CH3:33])[CH2:39][CH2:38]5)[S:21]4)[cH:13][cH:14][c:15]23)[cH:26][cH:27]1. Reactants: FC(OC1=NC=CC(=C1)O)F (2-Difluoromethoxy-4-hydroxypyridine), ClC=1N=NC=C(C1)OC (3-chloro-5-methoxypyridazine), C([O-])([O-])=O.[K+].[K+] (potassium carbonate), CuBr. Reagents/catalysts: C1COCCOCCOCCOCCOCCO1 (18-crown-6). Run in COCCOCCOC (diglyme). Product: FC(OC1=NC=CC(=C1)OC=1N=NC=C(C1)OC)F (3-[[2-(difluoromethoxy)-4-pyridinyl]oxy]-5-methoxypyridazine). The yield is 45.0%. RXN SMILES: [F:1][CH:2]([F:11])[O:3][C:4]1[CH:9]=[C:8]([OH:10])[CH:7]=[CH:6][N:5]=1.Cl[C:13]1[N:14]=[N:15][CH:16]=[C:17]([O:19][CH3:20])[CH:18]=1.C(=O)([O-])[O-].[K+].[K+]>COCCOCCOC.C1OCCOCCOCCOCCOCCOC1>[F:11][CH:2]([F:1])[O:3][C:4]1[CH:9]=[C:8]([O:10][C:13]2[N:14]=[N:15][CH:16]=[C:17]([O:19][CH3:20])[CH:18]=2)[CH:7]=[CH:6][N:5]=1 |f:2.3.4|. Procedure: 2-Difluoromethoxy-4-hydroxypyridine (123 g, 0.764 mol), 3-chloro-5-methoxypyridazine (110.47 g, 0.764 mol), potassium carbonate (211.18 g, 1.53 mol), CuBr (54.80 g, 0.382 mol) and 18-crown-6 (1 g) were mechanically stirred under nitrogen in diglyme (1.28 L) at 100° C. for 30 h. The mixture was cooled to RT and partitioned between ethyl acetate and 2 L of 3% HCl. The layers were separated. The aqueous layer was then adjusted to pH--1 with conc. HCl and extracted twice with additional ethyl acetat... Reactants: O1C(CCCC1)CCN(S(=O)(=O)C1=CC(=C(C=C1)Cl)[N+](=O)[O-])CCC1OCCCC1 (N,N-Bis[2-(2-tetrahydropyranyl)ethyl]-4-chloro-3-nitro benzenesulfonamide), C1=CC(=CC=C1[N+](=O)[O-])O (p-nitrophenol), [H-].[Na+] (sodium hydride), suspension. Solvent: CN(C=O)C (dimethylformamide). Run at time 19 hour. Yields the product O1C(CCCC1)CCN(S(=O)(=O)C1=CC(=C(C=C1)Cl)OC1=CC=C(C=C1)[N+](=O)[O-])CCC1OCCCC1 (N,N Bis[2-(2-tetrahydropyranyl)ethyl]-4-chloro-3-(4-nitrophenoxy) benzenesulfonamide). As a reaction SMILES: [O:1]1[CH2:6][CH2:5][CH2:4][CH2:3][CH:2]1[CH2:7][CH2:8][N:9]([CH2:23][CH2:24][CH:25]1[CH2:30][CH2:29][CH2:28][CH2:27][O:26]1)[S:10]([C:13]1[CH:18]=[CH:17][C:16]([Cl:19])=[C:15]([N+]([O-])=O)[CH:14]=1)(=[O:12])=[O:11].[CH:31]1[C:36]([N+:37]([O-:39])=[O:38])=[CH:35][CH:34]=[C:33]([OH:40])[CH:32]=1.[H-].[Na+]>CN(C)C=O>[O:1]1[CH2:6][CH2:5][CH2:4][CH2:3][CH:2]1[CH2:7][CH2:8][N:9]([CH2:23][CH2:24][CH:25]1[CH2:30][CH2:29][CH2:28][CH2:27][O:26]1)[S:10]([C:13]1[CH:18]=[CH:17][C:16]([Cl:19])=[C:15]([O:40][C:33]2[CH:32]=[CH:31][C:36]([N+:37]([O-:39])=[O:38])=[CH:35][CH:34]=2)[CH:14]=1)(=[O:12])=[O:11] |f:2.3|. Procedure: To a solution of the chloro derivative from Step 2 (6.5 g, 13.2 mmol) and p-nitrophenol (1.95 g, 14.0 mmol) in dimethylformamide (75 mL) was added 60% sodium hydride mineral oil suspension (0.56 g, 14.0 mmol). The resulting solution was stirred at 60° under nitrogen for 19 hours. After concentrating under reduced pressure at 60° , the residue was partitioned between ethyl acetate and brine. The organic extract was dried (Na2SO4) filtered and concentrated. The residue was flash chromatographed ov...